Dataset: the Open Reaction Database (ORD), a public repository of structured organic reaction records. Task: describe an organic reaction: reactants, conditions, products, and yield Reaction conditions: time 20 minute. Solvent: CCOC(=O)C (EtOAc). The yield is 111.8%. Reported procedure: A solution of cyclohexanecarboxylic acid (1.00 g, 7.80 mmol) in EtOAc (10 mL) was treated with CDI (1.581 g, 9.75 mmol), stirred at RT for 20 minutes, treated with ammonium hydroxide (5.00 mL, 70.0 mmol) and stirred for 20 minutes. The mixture was treated with satd. NaHCO3, extracted with EtOAc (2×) and the combined organics were dried over Na2SO4 and concentrated to dryness to afford cyclohexanecarboxamide (1.109 g, 112%) as a white solid. 1H NMR (400 MHz, CDCl3): δ 5.61 (s, 2H), 2.13 (m, 1H), ... Product: C1(CCCCC1)C(=O)N (cyclohexanecarboxamide). Starting materials: C1(CCCCC1)C(=O)O (cyclohexanecarboxylic acid), C1=CN(C=N1)C(=O)N2C=CN=C2 (CDI), [OH-].[NH4+] (ammonium hydroxide). As a reaction SMILES: [CH:1]1([C:7]([OH:9])=O)[CH2:6][CH2:5][CH2:4][CH2:3][CH2:2]1.C1N=C[N:12](C(N2C=NC=C2)=O)C=1.[OH-].[NH4+]>CCOC(C)=O>[CH:1]1([C:7]([NH2:12])=[O:9])[CH2:6][CH2:5][CH2:4][CH2:3][CH2:2]1 |f:2.3|.